From a dataset of the Open Reaction Database (ORD), a public repository of structured organic reaction records. describe an organic reaction: reactants, conditions, products, and yield The reactants are NC1=C(C#N)C(=CC=C1)OC (2-amino-6-methoxybenzonitrile), O=C(CC(=O)OCC)C (ethyl 3-oxobutanoate). Product: NC1=C(C(=NC2=CC=CC(=C12)OC)C)C(=O)OCC (ethyl 4-amino-5-methoxy-2-methylquinoline-3-carboxylate). RXN SMILES: [NH2:1][C:2]1[CH:9]=[CH:8][CH:7]=[C:6]([O:10][CH3:11])[C:3]=1[C:4]#[N:5].O=[C:13]([CH3:20])[CH2:14][C:15]([O:17][CH2:18][CH3:19])=[O:16]>>[NH2:5][C:4]1[C:3]2[C:2](=[CH:9][CH:8]=[CH:7][C:6]=2[O:10][CH3:11])[N:1]=[C:13]([CH3:20])[C:14]=1[C:15]([O:17][CH2:18][CH3:19])=[O:16]. Procedure details: Prepared as in Example 2a from 2-amino-6-methoxybenzonitrile and ethyl 3-oxobutanoate as a pale yellow solid. 1H NMR (400 MHz, DMSO-d6) δ 1.32 (t, J=7.2 Hz, 3H), 2.55 (s, 3H), 3.96 (s, 3H), 4.30 (q, J=7.2 Hz, 2H), 6.88 (d, J=8.4 Hz, 1H), 7.22 (d, J=7.6 Hz, 1H), 7.52 (t, J=8.0 Hz, 1H), 8.15 (s, 2H). MS 261 (MH+). Reactants: Cl (hydrochloride), N([C@@H](CC1=CC=CC=C1)C(=O)N[C@@H](CC1=CC=C(C=C1)O)C(=O)N)C(=O)OCC1=CC=CC=C1 (Z-Phe-Tyr-NH2), Cl (hydrochloric acid). The solvent is CO (methanol), CO (methanol), [C].[Pd] (palladium-carbon). Product: N[C@@H](CC1=CC=CC=C1)C(=O)N[C@@H](CC1=CC=C(C=C1)O)C(=O)N (H-Phe-Tyr-NH2). As a reaction SMILES: Cl.[NH:2](C(OCC1C=CC=CC=1)=O)[C@H:3]([C:11]([NH:13][C@H:14]([C:23]([NH2:25])=[O:24])[CH2:15][C:16]1[CH:21]=[CH:20][C:19]([OH:22])=[CH:18][CH:17]=1)=[O:12])[CH2:4][C:5]1[CH:10]=[CH:9][CH:8]=[CH:7][CH:6]=1>CO.[C].[Pd]>[NH2:2][C@H:3]([C:11]([NH:13][C@H:14]([C:23]([NH2:25])=[O:24])[CH2:15][C:16]1[CH:21]=[CH:20][C:19]([OH:22])=[CH:18][CH:17]=1)=[O:12])[CH2:4][C:5]1[CH:6]=[CH:7][CH:8]=[CH:9][CH:10]=1 |f:3.4|. Procedure details: The hydrochloride named above can be prepared in the following manner: 4.62 g of Z-Phe-Tyr-NH2 are hydrogenated in 50 ml of methanol in the presence of 4 ml of hydrochloric acid in methanol (2.53 N) and 0.5 g of palladium-carbon (10%). After filtering the catalyst and evaporating the filtrate the HCl.H-Phe-Tyr-NH2 is obtained as a white foam. Rf-value on silicagel (with chloroform-methanol) is 0.42. The reactants are O (water), [OH-].[Na+] (sodium hydroxide), FC(C1=CC=C(C=O)C=C1)(F)F (4-trifluoromethylbenzaldehyde), Cl.NO (hydroxylamine hydrochloride). Solvent: C(C)O (ethanol), CCOCC (ether). Reaction conditions: time 1 hour. Yields the product FC(C1=CC=C(C=NO)C=C1)(F)F (4-trifluoromethylbenzaldehyde oxime). The yield is 95.4%. As a reaction SMILES: [F:1][C:2]([F:12])([F:11])[C:3]1[CH:10]=[CH:9][C:6]([CH:7]=O)=[CH:5][CH:4]=1.Cl.[NH2:14][OH:15].O.[OH-].[Na+]>C(O)C.CCOCC>[F:1][C:2]([F:12])([F:11])[C:3]1[CH:10]=[CH:9][C:6]([CH:7]=[N:14][OH:15])=[CH:5][CH:4]=1 |f:1.2,4.5|. Reported procedure: The first step of the process of the present invention was conducted as follows. At first, 8.79 g (50.5 mmol) of 4-trifluoromethylbenzaldehyde and 3.83 g (55.1 mmol) of hydroxylamine hydrochloride were dissolved in 12.5 ml of ethanol and 34 ml of water followed by the addition of 2.5 g of sodium hydroxide and stirring for 1 hour at room temperature. After adding ether and washing with dilute hydrochloric acid, the reaction liquid was further washed with saturated brine followed by drying with mi... The reactants are CC(=O)C1=CCN(Cc2ccccc2)C1, CO, OB(O)c1ccc(F)c(F)c1, O. The product is CC(=O)C1CN(Cc2ccccc2)CC1c1ccc(F)c(F)c1. Reaction SMILES: [CH2:14]([c:15]1[cH:16][cH:17][cH:18][cH:19][cH:20]1)[N:21]1[CH2:22][C:23]([C:26]([CH3:27])=[O:28])=[CH:24][CH2:25]1.[CH3:12][OH:13].[F:1][c:2]1[cH:3][c:4]([B:9]([OH:10])[OH:11])[cH:5][cH:6][c:7]1[F:8].[OH2:29]>>[F:1][c:2]1[cH:3][c:4]([CH:24]2[CH:23]([C:26]([CH3:27])=[O:28])[CH2:22][N:21]([CH2:14][c:15]3[cH:16][cH:17][cH:18][cH:19][cH:20]3)[CH2:25]2)[cH:5][cH:6][c:7]1[F:8]. The reactants are C(C1=CC=CC=C1)OC=1C(=C(C=CC1F)/C=C(/C(=O)OCC)\C)F (ethyl (2E)-3-[3-(benzyloxy)-2,4-difluorophenyl]-2-methylprop-2-enoate), C(C1=CC=CC=C1)OC1=C(C=C(C=C1F)/C=C(/C(=O)OCC)\C)F (ethyl (2E)-3-[4-(benzyloxy)-3,5-difluorophenyl]-2-methylprop-2-enoate). Run in CCOC(=O)C (EtOAc), [C].[Pd] (palladium carbon). Conditions: temperature 25 celsius, time 8 hour. Product: FC=1C=C(C=C(C1O)F)CC(C(=O)OCC)C (ethyl 3-(3,5-difluoro-4-hydroxyphenyl)-2-methylpropanoate), C(C1=CC=CC=C1)OC=1C(=C(C=CC1F)CC(C(=O)OCC)C)F (ethyl 3-(3-(benzyloxy)-2,4-difluorophenyl)-2-methylpropanoate). RXN SMILES: [CH2:1]([O:8][C:9]1[C:10]([F:24])=[C:11](/[CH:16]=[C:17](\[CH3:23])/[C:18]([O:20][CH2:21][CH3:22])=[O:19])[CH:12]=[CH:13][C:14]=1[F:15])[C:2]1[CH:7]=[CH:6][CH:5]=[CH:4][CH:3]=1.C([O:32][C:33]1[C:38]([F:39])=[CH:37][C:36](/[CH:40]=[C:41](\[CH3:47])/[C:42]([O:44][CH2:45][CH3:46])=[O:43])=[CH:35][C:34]=1[F:48])C1C=CC=CC=1>CCOC(C)=O.[C].[Pd]>[F:39][C:38]1[CH:37]=[C:36]([CH2:40][CH:41]([CH3:47])[C:42]([O:44][CH2:45][CH3:46])=[O:43])[CH:35]=[C:34]([F:48])[C:33]=1[OH:32].[CH2:1]([O:8][C:9]1[C:10]([F:24])=[C:11]([CH2:16][CH:17]([CH3:23])[C:18]([O:20][CH2:21][CH3:22])=[O:19])[CH:12]=[CH:13][C:14]=1[F:15])[C:2]1[CH:3]=[CH:4][CH:5]=[CH:6][CH:7]=1 |f:3.4|. Procedure details: Into a 100-mL round-bottom flask, was placed a solution of ethyl (2E)-3-[3-(benzyloxy)-2,4-difluorophenyl]-2-methylprop-2-enoate and ethyl (2E)-3-[4-(benzyloxy)-3,5-difluorophenyl]-2-methylprop-2-enoate (4 g, 12.04 mmol, 1.00 equiv) in EtOAc (50 ml) and palladium carbon (2.5 g). Into the resulting mixture was then introduced H2(g). The resulting solution was stirred overnight at 25° C. The solids were filtered out and the resulting mixture was concentrated under vacuum. The resulting residue was... The reactants are COC(C1=CC(=CC=C1)C(C(C)Br)=O)=O (rac-3-(2-bromo-propionyl)-benzoic acid methyl ester), C(C)(=S)N (thioacetamide). Conditions: temperature 130 celsius. Product: COC(C1=CC(=CC=C1)C=1N=C(SC1C)C)=O (3-(2,5-dimethyl-thiazol-4-yl)-benzoic acid methyl ester). Isolated yield 80.4%. As a reaction SMILES: [CH3:1][O:2][C:3](=[O:15])[C:4]1[CH:9]=[CH:8][CH:7]=[C:6]([C:10](=O)[CH:11](Br)[CH3:12])[CH:5]=1.[C:16]([NH2:19])(=[S:18])[CH3:17]>>[CH3:1][O:2][C:3](=[O:15])[C:4]1[CH:9]=[CH:8][CH:7]=[C:6]([C:10]2[N:19]=[C:16]([CH3:17])[S:18][C:11]=2[CH3:12])[CH:5]=1. Procedure: A mixture of rac-3-(2-bromo-propionyl)-benzoic acid methyl ester (6.78 g) and thioacetamide (5.63 g) was heated to 130° C. for 20 min. The mixture was partitioned between AcOEt and H2O, the organic layer was dried and evaporated and the residual oil was chromatographed on silica gel using AcOEt/hexane (1:4) as eluent to give 3-(2,5-dimethyl-thiazol-4-yl)-benzoic acid methyl ester (4.97 g) as yellow oil. Starting materials: CS(N)(=O)=O, CC(CCCBr)N(c1cc(Cl)ccc1F)S(=O)(=O)c1ccc(Cl)cc1. Yields the product CC(CCCNS(C)(=O)=O)N(c1cc(Cl)ccc1F)S(=O)(=O)c1ccc(Cl)cc1. Reaction SMILES: [CH3:26][S:27](=[O:28])(=[O:29])[NH2:30].[Cl:1][c:2]1[cH:3][cH:4][c:5]([S:8](=[O:9])(=[O:10])[N:11]([CH:12]([CH2:13][CH2:14][CH2:15][Br:16])[CH3:17])[c:18]2[c:19]([F:25])[cH:20][cH:21][c:22]([Cl:24])[cH:23]2)[cH:6][cH:7]1>>[Cl:1][c:2]1[cH:3][cH:4][c:5]([S:8](=[O:9])(=[O:10])[N:11]([CH:12]([CH2:13][CH2:14][CH2:15][NH:30][S:27]([CH3:26])(=[O:28])=[O:29])[CH3:17])[c:18]2[c:19]([F:25])[cH:20][cH:21][c:22]([Cl:24])[cH:23]2)[cH:6][cH:7]1.